This data is from the Open Reaction Database (ORD), a public repository of structured organic reaction records. The task is: describe an organic reaction: reactants, conditions, products, and yield Reactants: C(C)(C)(C)OC(=O)N1C[C@H]2CC3=CC(=C(N=C3N2[C@@H](C1)C)C)O ((4R,9aR)-7-hydroxy-4,6-dimethyl-3,4,9,9a-tetrahydro-1H-2,4a,5-triaza-fluorene-2-carboxylic acid tert-butyl ester), [H-].[Na+] (sodium hydride), CI (methyl iodide). The solvent is C(C)(=O)OCC (ethyl acetate), CN(C=O)C (N,N-dimethylformamide). Conditions: time 30 minute. Yields the product C(C)(C)(C)OC(=O)N1C[C@H]2CC3=CC(=C(N=C3N2[C@@H](C1)C)C)OC ((4R,9aR)-7-Methoxy-4,6-dimethyl-3,4,9,9a-tetrahydro-1H-2,4a,5-triaza-fluorene-2-carboxylic acid tert-butyl ester). Reaction SMILES: [C:1]([O:5][C:6]([N:8]1[CH2:20][C@@H:19]([CH3:21])[N:18]2[C@H:10]([CH2:11][C:12]3[C:17]2=[N:16][C:15]([CH3:22])=[C:14]([OH:23])[CH:13]=3)[CH2:9]1)=[O:7])([CH3:4])([CH3:3])[CH3:2].[H-].[Na+].[CH3:26]I>CN(C)C=O.C(OCC)(=O)C>[C:1]([O:5][C:6]([N:8]1[CH2:20][C@@H:19]([CH3:21])[N:18]2[C@H:10]([CH2:11][C:12]3[C:17]2=[N:16][C:15]([CH3:22])=[C:14]([O:23][CH3:26])[CH:13]=3)[CH2:9]1)=[O:7])([CH3:3])([CH3:4])[CH3:2] |f:1.2|. Procedure: To a stirred solution of 90.0 mg (0.28 mmol) (4R,9aR)-7-hydroxy-4,6-dimethyl-3,4,9,9a-tetrahydro-1H-2,4a,5-triaza-fluorene-2-carboxylic acid tert-butyl ester (example 7, intermediate) in 1.0 mL N,N-dimethylformamide was added 14.8 mg (0.34 mmol) sodium hydride (55–65% dispersion in oil) and the reaction was stirred for 30 min. Then, 35 μl (80.0 mg, 0.56 mmol) methyl iodide was added. After 2 h the reaction mixture was diluted with ethyl acetate, washed with 10% aqueous sodium bicarbonate solutio... Reactants: CO, [H][H], CC1CN(C(=O)OCc2ccccc2)C2C(O)COC12. Product: CC1CNC2C(O)COC12. Reaction SMILES: [CH3:23][OH:24].[H:21][H:22].[OH:1][CH:2]1[CH2:3][O:4][CH:5]2[CH:6]1[N:7]([C:11]([O:12][CH2:13][c:14]1[cH:15][cH:16][cH:17][cH:18][cH:19]1)=[O:20])[CH2:8][CH:9]2[CH3:10]>>[OH:1][CH:2]1[CH2:3][O:4][CH:5]2[CH:6]1[NH:7][CH2:8][CH:9]2[CH3:10].